Dataset: the Open Reaction Database (ORD), a public repository of structured organic reaction records. Task: describe an organic reaction: reactants, conditions, products, and yield The reactants are CCOC(=O)CNc1ccc(Cl)c(Cl)c1, Cl. Product: O=C(O)CNc1ccc(Cl)c(Cl)c1. RXN SMILES: [CH2:1]([CH3:2])[O:3][C:4]([CH2:5][NH:6][c:7]1[cH:8][c:9]([Cl:14])[c:10]([Cl:13])[cH:11][cH:12]1)=[O:15].[ClH:16]>>[O:3]=[C:4]([CH2:5][NH:6][c:7]1[cH:8][c:9]([Cl:14])[c:10]([Cl:13])[cH:11][cH:12]1)[OH:15].